Dataset: the Open Reaction Database (ORD), a public repository of structured organic reaction records. Task: describe an organic reaction: reactants, conditions, products, and yield Reactants: O.N (ammonia water), ClC1=NC=C(C=C1C(=O)C1=CC(=C(C(=C1)OC)OC)OC)C=1SC=CN1 ((2-Chloro-5-(thiazol-2-yl)pyridin-3-yl)(3,4,5-trimethoxyphenyl)methanone), Steel. Run in C(C)(C)O (isopropyl alcohol). The product is NC1=NC=C(C=C1C(=O)C1=CC(=C(C(=C1)OC)OC)OC)C=1SC=CN1 ((2-amino-5-(thiazol-2-yl)pyridin-3-yl)(3,4,5-trimethoxyphenyl)methanone). Isolated yield 38.8%. RXN SMILES: Cl[C:2]1[C:7]([C:8]([C:10]2[CH:15]=[C:14]([O:16][CH3:17])[C:13]([O:18][CH3:19])=[C:12]([O:20][CH3:21])[CH:11]=2)=[O:9])=[CH:6][C:5]([C:22]2[S:23][CH:24]=[CH:25][N:26]=2)=[CH:4][N:3]=1.O.[NH3:28]>C(O)(C)C>[NH2:28][C:2]1[C:7]([C:8]([C:10]2[CH:15]=[C:14]([O:16][CH3:17])[C:13]([O:18][CH3:19])=[C:12]([O:20][CH3:21])[CH:11]=2)=[O:9])=[CH:6][C:5]([C:22]2[S:23][CH:24]=[CH:25][N:26]=2)=[CH:4][N:3]=1 |f:1.2|. Procedure details: (2-Chloro-5-(thiazol-2-yl)pyridin-3-yl)(3,4,5-trimethoxyphenyl)methanone (65 mg, 0.16 mmol) as a starting material was dissolved in isopropyl alcohol (3 ml), and ammonia water (10 ml) was added thereto. The mixture was heated for 3 hours in a Steel Bomb. After completion of the reaction, the reaction mixture was vacuum concentrated, and extracted with dichloromethane (30 ml) and water (10 ml). The organic layer was washed with brine, and dried over anhydrous MgSO4. The solid substance filtered o...